This data is from the Open Reaction Database (ORD), a public repository of structured organic reaction records. The task is: describe an organic reaction: reactants, conditions, products, and yield Isolated yield 20.1%. Reaction SMILES: [H-].[H-].[H-].[H-].[Li+].[Al+3].[CH2:7]([O:14][C:15]1[CH:20]=[CH:19][CH:18]=[CH:17][C:16]=1[CH2:21][C:22]#[N:23])[C:8]1[CH:13]=[CH:12][CH:11]=[CH:10][CH:9]=1.S([O-])([O-])(=O)=O.[Na+].[Na+]>C1COCC1>[CH2:7]([O:14][C:15]1[CH:20]=[CH:19][CH:18]=[CH:17][C:16]=1[CH2:21][CH2:22][NH2:23])[C:8]1[CH:9]=[CH:10][CH:11]=[CH:12][CH:13]=1 |f:0.1.2.3.4.5,7.8.9|. Starting materials: C(C1=CC=CC=C1)OC1=C(C=CC=C1)CC#N ((2-benzyloxyphenyl)-acetonitrile), [H-].[H-].[H-].[H-].[Li+].[Al+3] (LAH), S(=O)(=O)([O-])[O-].[Na+].[Na+] (sodium sulfate). Solvent: C1CCOC1 (THF), C1CCOC1 (THF). The product is C(C1=CC=CC=C1)OC1=C(C=CC=C1)CCN (2-(2-benzyloxyphenyl)ethylamine). Run at time 15 minute. Procedure details: LAH (1.04 g, 0.0273 mol, 3.0 eq) was dissolved in THF (25 ml), and to this solution was added dropwise a THF solution (25 ml) of (2-benzyloxyphenyl)-acetonitrile (2.04 g, 0.0091 mol, 1.0 eq) under ice-cooling. After the completion of the dropwise addition, the mixture was stirred at room temperature for 15 minutes and refluxed under heating for 2 hours. This reaction mixture was cooled with ice-cold water, and a saturated aqueous sodium sulfate solution (about 30-40 ml) was added. After filtrati... Reactants: C1CCOC1, CC(C)NC(C)C, CCC(=O)NC1CC(n2cnc3c(Cl)nc(Cl)nc32)C(O)C1O, NCC(c1ccccc1)c1ccccc1. Product: CCC(=O)NC1CC(n2cnc3c(NCC(c4ccccc4)c4ccccc4)nc(Cl)nc32)C(O)C1O. RXN SMILES: [CH2:46]1[O:47][CH2:48][CH2:49][CH2:50]1.[CH:24]([NH:25][CH:26]([CH3:27])[CH3:28])([CH3:29])[CH3:30].[Cl:1][c:2]1[n:3][c:4]([Cl:23])[c:5]2[n:6][cH:7][n:8]([CH:11]3[CH:12]([OH:22])[CH:13]([OH:21])[CH:14]([NH:16][C:17]([CH2:18][CH3:19])=[O:20])[CH2:15]3)[c:9]2[n:10]1.[c:31]1([CH:37]([CH2:38][NH2:39])[c:40]2[cH:41][cH:42][cH:43][cH:44][cH:45]2)[cH:32][cH:33][cH:34][cH:35][cH:36]1>>[Cl:1][c:2]1[n:3][c:4]([NH:39][CH2:38][CH:37]([c:31]2[cH:32][cH:33][cH:34][cH:35][cH:36]2)[c:40]2[cH:41][cH:42][cH:43][cH:44][cH:45]2)[c:5]2[n:6][cH:7][n:8]([CH:11]3[CH:12]([OH:22])[CH:13]([OH:21])[CH:14]([NH:16][C:17]([CH2:18][CH3:19])=[O:20])[CH2:15]3)[c:9]2[n:10]1.